Dataset: the Open Reaction Database (ORD), a public repository of structured organic reaction records. Task: describe an organic reaction: reactants, conditions, products, and yield Reported procedure: Following the procedure of Example 2 and replacing 2-aminobenzimidazole with 2-amino-5-(2-bromophenyl)benzimidazole and replacing 2-bromo-4-chlorophenyl chloromethyl ether with 2-trifluoromethylphenyl chloromethyl sulfide, the title compound is obtained. Reaction SMILES: [NH2:1][C:2]1[NH:3][C:4]2[CH:10]=[C:9]([C:11]3[CH:16]=[CH:15][CH:14]=[CH:13][C:12]=3[Br:17])[CH:8]=[CH:7][C:5]=2[N:6]=1.[Cl:18][CH2:19][S:20][C:21]1[CH:26]=[CH:25][CH:24]=[CH:23][C:22]=1[C:27]([F:30])([F:29])[F:28]>>[Cl-:18].[NH2:1][C:2]1[N:6]([CH2:19][S:20][C:21]2[CH:26]=[CH:25][CH:24]=[CH:23][C:22]=2[C:27]([F:30])([F:29])[F:28])[C:5]2[CH:7]=[CH:8][C:9]([C:11]3[CH:16]=[CH:15][CH:14]=[CH:13][C:12]=3[Br:17])=[CH:10][C:4]=2[N+:3]=1[CH2:19][S:20][C:21]1[CH:26]=[CH:25][CH:24]=[CH:23][C:22]=1[C:27]([F:28])([F:29])[F:30] |f:2.3|. The product is [Cl-].NC1=[N+](C2=C(N1CSC1=C(C=CC=C1)C(F)(F)F)C=CC(=C2)C2=C(C=CC=C2)Br)CSC2=C(C=CC=C2)C(F)(F)F (2-Amino-5-(2-bromophenyl)-1,3-bis[(2-trifluoromethylphenylthio)methyl]-1H-benzimidazol-3-ium chloride). Starting materials: NC=1NC2=C(N1)C=CC(=C2)C2=C(C=CC=C2)Br (2-amino-5-(2-bromophenyl)benzimidazole), ClCSC1=C(C=CC=C1)C(F)(F)F (2-trifluoromethylphenyl chloromethyl sulfide). The reactants are BrC1=C2C=CC(=CC2=CC=C1)C(=O)O (5-bromo-2-naphthoic acid), CS(=O)(=O)Cl (methanesulfonyl chloride), N1=CC=CC=C1 (pyridine). Run at temperature 0 celsius, time 1 hour. Product: BrC1=C2C=CC(=CC2=CC=C1)C#N (5-bromo-2-naphthonitrile). Reaction SMILES: [Br:1][C:2]1[CH:11]=[CH:10][CH:9]=[C:8]2[C:3]=1[CH:4]=[CH:5][C:6]([C:12](O)=O)=[CH:7]2.CS(Cl)(=O)=O.[N:20]1C=CC=CC=1>>[Br:1][C:2]1[CH:11]=[CH:10][CH:9]=[C:8]2[C:3]=1[CH:4]=[CH:5][C:6]([C:12]#[N:20])=[CH:7]2. Procedure: To a solution of 5-bromo-2-naphthoic acid (4.3 g, 17 mmol)) in dry pyridine (75 mL) at 0° C. was added methanesulfonyl chloride (1.4 mL, 18 mmol). After stirring at 0° C. for 1 h, ammonia gas was bubbled through the solution for 10 min, whilst maintaining the temperature below 5° C. During the gas addition the solution became viscous, so additional dry pyridine (˜30 mL) was added. Excess ammonia was removed in vacuo, the solution again cooled to 0° C., then treated with additional methanesulfony... The reactants are OOS(=O)[O-].[K+] (oxone), C(C(=O)Cl)(=O)Cl (oxalyl chloride), CS(=O)C (dimethylsulfoxide), OC(C1CCN(CC1)CCCC(=O)C1=CC(C(CCO)C=C1)(C)C)(C1=CC=CC=C1)C1=CC=CC=C1 (4-[4-[4-(hydroxydiphenylmethyl)-1-piperidinyl]-1-oxobutyl]-2,2-dimethylphenethyl alcohol). Run in O (water), C(C)N(CC)CC (triethylamine), C(Cl)Cl (methylene chloride), C(Cl)Cl (methylene chloride), C(Cl)Cl (methylene chloride), C(Cl)Cl (methylene chloride). Conditions: temperature -55 celsius, time 15 minute. The product is OC(C1CCN(CC1)CCCC(=O)C1=CC=C(C=C1)C(C=O)(C)C)(C1=CC=CC=C1)C1=CC=CC=C1 (4-[4-[4-(hydoxydiphenylmethyl)-1-piperidinyl]-1-oxobutyl]-α,α-dimethylbenzeneacetaldehyde). RXN SMILES: C(Cl)(=O)[C:2](Cl)=[O:3].CS(C)=O.[OH:11][C:12]([C:41]1[CH:46]=[CH:45][CH:44]=[CH:43][CH:42]=1)([C:35]1[CH:40]=[CH:39][CH:38]=[CH:37][CH:36]=1)[CH:13]1[CH2:18][CH2:17][N:16]([CH2:19][CH2:20][CH2:21][C:22]([C:24]2[CH:32]=[CH:31][CH:27]([CH2:28]CO)[C:26]([CH3:34])([CH3:33])[CH:25]=2)=[O:23])[CH2:15][CH2:14]1.OOS([O-])=O.[K+]>C(Cl)Cl.O.C(N(CC)CC)C>[OH:11][C:12]([C:35]1[CH:36]=[CH:37][CH:38]=[CH:39][CH:40]=1)([C:41]1[CH:42]=[CH:43][CH:44]=[CH:45][CH:46]=1)[CH:13]1[CH2:14][CH2:15][N:16]([CH2:19][CH2:20][CH2:21][C:22]([C:24]2[CH:32]=[CH:31][C:27]([C:26]([CH3:33])([CH3:34])[CH:2]=[O:3])=[CH:28][CH:25]=2)=[O:23])[CH2:17][CH2:18]1 |f:3.4|. Procedure details: Dissolve oxalyl chloride (1.57 g, 12.4 mmol) in methylene chloride (17 mL), cool to -55° C. and place under a nitrogen atmosphere. Add, by dropwise addition, a solution of dimethylsulfoxide (1.77 g, 1.61 mL) in methylene chloride (4.5 mL). Stir for 15 minutes and add, by dropwise addition, a solution of 4-[4-[4-(hydroxydiphenylmethyl)-1-piperidinyl]-1-oxobutyl]-2,2-dimethylphenethyl alcohol (5.0 g, 10.3 mol) in methylene chloride (33 mL). Stir for 30 minutes and add, by dropwise addition, trieth... The reactants are ClC=1C=C(C=CC1F)NC=1C2=C(N=CN1)C=NC(=N2)N[C@@H]2CC[C@H](CC2)CCC(=O)OC (4-[(3-Chloro-4-fluoro-phenyl)amino]-6-[(trans-4-(2-methoxycarbonyl-ethyl)cyclohexyl) -amino]-pyrimido[5,4-d]pyrimidine), [OH-].[Na+] (sodium hydroxide). The solvent is CO.O1CCCC1 (methanol tetrahydrofuran). The product is ClC=1C=C(C=CC1F)NC=1C2=C(N=CN1)C=NC(=N2)N[C@@H]2CC[C@H](CC2)CCC(=O)O (4-[(3-Chloro-4-fluoro-phenyl)amino]-6-[(trans-4-(2-carboxy-ethyl)cyclohexyl)-amino]-pyrimido[5,4-d]pyrimidine). RXN SMILES: [Cl:1][C:2]1[CH:3]=[C:4]([NH:9][C:10]2[C:11]3[N:19]=[C:18]([NH:20][C@H:21]4[CH2:26][CH2:25][C@H:24]([CH2:27][CH2:28][C:29]([O:31]C)=[O:30])[CH2:23][CH2:22]4)[N:17]=[CH:16][C:12]=3[N:13]=[CH:14][N:15]=2)[CH:5]=[CH:6][C:7]=1[F:8].[OH-].[Na+]>CO.O1CCCC1>[Cl:1][C:2]1[CH:3]=[C:4]([NH:9][C:10]2[C:11]3[N:19]=[C:18]([NH:20][C@H:21]4[CH2:22][CH2:23][C@H:24]([CH2:27][CH2:28][C:29]([OH:31])=[O:30])[CH2:25][CH2:26]4)[N:17]=[CH:16][C:12]=3[N:13]=[CH:14][N:15]=2)[CH:5]=[CH:6][C:7]=1[F:8] |f:1.2,3.4|. Procedure details: Prepared from compound 240 of Example 1 by reaction with sodium hydroxide in a methanol/tetrahydrofuran mixture. The reactants are P(Cl)(Cl)(Cl)(Cl)Cl (phosphorus pentachloride), CC=1N2C(SC1)=NC(=C2)C(=O)O (3-methyl-imidazo-(2,1-b)thiazole-6-carboxylic acid), C(C)O (ethanol), 3-methyl-imidazo-(2,1-b)thiazole 6-carboxylchloride. Solvent: C(Cl)Cl (methylene chloride), O (water). The product is CC=1N2C(SC1)=NC(=C2)C(=O)OCC (3-methyl-6-carboethoxy-imidazo-(2,1-b)thiazole). Reaction SMILES: P(Cl)(Cl)(Cl)(Cl)Cl.[CH3:7][C:8]1[N:9]2[CH:15]=[C:14]([C:16]([OH:18])=[O:17])[N:13]=[C:10]2[S:11][CH:12]=1.[CH2:19](O)[CH3:20]>C(Cl)Cl.O>[CH3:7][C:8]1[N:9]2[CH:15]=[C:14]([C:16]([O:18][CH2:19][CH3:20])=[O:17])[N:13]=[C:10]2[S:11][CH:12]=1. Procedure details: To a solution of 6.3 g of phosphorus pentachloride in 120 ml of dry methylene chloride, 5 g of 3-methyl-imidazo-(2,1-b)thiazole-6-carboxylic acid (prepared as described in Example 10) is added and the suspension obtained is refluxed for 3 hours. After vacuum evaporation of the solvent the residue obtained being 3-methyl-imidazo-(2,1-b)thiazole-6-carboxylchloride chlorohydrate is dissolved in 100 ml of abs. ethanol and the solution is refluxed for 4 hours. The solvent is removed and the residue o... Reported procedure: A solution of 4-dimethylaminopyridine-3-carboxaldehyde (J. Het. Chem, 25, 81) (1.5 g) in ethanol (25 ml) was treated with sodium borohydride (200 mg) and the mixture was stirred for 4 hours. Concentrated hydrochloric acid (1 ml) was added and the mixture was concentrated. The residue was treated with saturated aqueous sodium chloride (40m) and concentrated aqueous sodium hydroxide (2 ml) and the mixture was extracted with dichloromethane (4×20 ml). The combined organic extracts were washed with ... The reactants are CN(C1=C(C=NC=C1)C=O)C (4-dimethylaminopyridine-3-carboxaldehyde), [BH4-].[Na+] (sodium borohydride), Cl (hydrochloric acid). The yield is 72.4%. Solvent: C(C)O (ethanol). Conditions: time 4 hour. Reaction SMILES: [CH3:1][N:2]([CH3:11])[C:3]1[CH:8]=[CH:7][N:6]=[CH:5][C:4]=1[CH:9]=[O:10].[BH4-].[Na+].Cl>C(O)C>[CH3:1][N:2]([CH3:11])[C:3]1[CH:8]=[CH:7][N:6]=[CH:5][C:4]=1[CH2:9][OH:10] |f:1.2|. The product is CN(C1=C(C=NC=C1)CO)C (4-dimethylaminopyridine-3-methanol). The reactants are CCOC(=O)C=CCCCc1cccc2cncn12, CO, [Na+], [OH-]. Yields the product O=C(O)C=CCCCc1cccc2cncn12. RXN SMILES: [CH2:1]([CH3:2])[O:3][C:4](=[O:5])[CH:6]=[CH:7][CH2:8][CH2:9][CH2:10][c:11]1[cH:12][cH:13][cH:14][c:15]2[n:16]1[cH:17][n:18][cH:19]2.[CH3:22][OH:23].[Na+:21].[OH-:20]>>[O:3]=[C:4]([OH:5])[CH:6]=[CH:7][CH2:8][CH2:9][CH2:10][c:11]1[cH:12][cH:13][cH:14][c:15]2[n:16]1[cH:17][n:18][cH:19]2. The reactants are CC=1C(OC[C@@H](N1)C1=CC=CC=C1)=O ((5S)-3-methyl-5-phenyl-5,6-dihydro-2H-1,4-oxazin-2-one), ICC1CCCC1 ((iodomethyl)cyclopentane). Product: C1(CCCC1)C[C@@]1(N[C@H](COC1=O)C1=CC=CC=C1)C ((3S,5S)-3-(Cyclopentylmethyl)-3-methyl-5-phenylmorpholin-2-one). RXN SMILES: [CH3:1][C:2]1[C:3](=[O:14])[O:4][CH2:5][C@H:6]([C:8]2[CH:13]=[CH:12][CH:11]=[CH:10][CH:9]=2)[N:7]=1.I[CH2:16][CH:17]1[CH2:21][CH2:20][CH2:19][CH2:18]1>>[CH:17]1([CH2:16][C@@:2]2([CH3:1])[C:3](=[O:14])[O:4][CH2:5][C@H:6]([C:8]3[CH:13]=[CH:12][CH:11]=[CH:10][CH:9]=3)[NH:7]2)[CH2:21][CH2:20][CH2:19][CH2:18]1. Procedure details: The compound was prepared according to the procedure outlined in Preparation 1 using (5S)-3-methyl-5-phenyl-5,6-dihydro-2H-1,4-oxazin-2-one (1 g, 5.28 mmol, see WO-A-02/051983) and (iodomethyl)cyclopentane. The total amount of compound synthesised was 0.426 g.